Dataset: the Open Reaction Database (ORD), a public repository of structured organic reaction records. Task: describe an organic reaction: reactants, conditions, products, and yield Product: ClC1=C(C=CC=C1Cl)C1C(=C(NC(=C1C(=O)OC)C)COCCNC1=NS(N=C1OC)=O)C(=O)OCC (3-{2-[(4-{2,3-Dichlorophenyl}-3-ethoxycarbonyl-5-methoxycarbonyl-6-methyl-1,4-dihydropyrid-2-yl)methoxy]ethylamino}-4-methoxy-1,2,5-thiadiazole-1-oxid). Procedure details: 2-[2-Aminoethoxymethyl]-3-ethoxycarbonyl-4-(2,3-dichlorophenyl)-5-methoxycarbonyl-6-methyl-1,4-dihydropyridine (0.5 g) and 3,4-dimethoxy-1,2,5-thiadiazole-1-oxide (0.2 g) were dissolved in methanol (15 ml) and heated at reflux for 14 hours. The solvent was evaporated and the residue chromatographed on silica "Kieselgel 60H" (Trade Mark), eluting with ethyl acetate. The product-containing fractions were combined and evaporated to give an oil which was triturated in ethyl acetate to give the title... The solvent is CO (methanol). As a reaction SMILES: [NH2:1][CH2:2][CH2:3][O:4][CH2:5][C:6]1[NH:7][C:8]([CH3:29])=[C:9]([C:25]([O:27][CH3:28])=[O:26])[CH:10]([C:17]2[CH:22]=[CH:21][CH:20]=[C:19]([Cl:23])[C:18]=2[Cl:24])[C:11]=1[C:12]([O:14][CH2:15][CH3:16])=[O:13].[CH3:30][O:31][C:32]1[C:36](OC)=[N:35][S:34](=[O:39])[N:33]=1>CO>[Cl:24][C:18]1[C:19]([Cl:23])=[CH:20][CH:21]=[CH:22][C:17]=1[CH:10]1[C:9]([C:25]([O:27][CH3:28])=[O:26])=[C:8]([CH3:29])[NH:7][C:6]([CH2:5][O:4][CH2:3][CH2:2][NH:1][C:36]2[C:32]([O:31][CH3:30])=[N:33][S:34](=[O:39])[N:35]=2)=[C:11]1[C:12]([O:14][CH2:15][CH3:16])=[O:13]. The reactants are NCCOCC=1NC(=C(C(C1C(=O)OCC)C1=C(C(=CC=C1)Cl)Cl)C(=O)OC)C (2-[2-Aminoethoxymethyl]-3-ethoxycarbonyl-4-(2,3-dichlorophenyl)-5-methoxycarbonyl-6-methyl-1,4-dihydropyridine), COC1=NS(N=C1OC)=O (3,4-dimethoxy-1,2,5-thiadiazole-1-oxide). Starting materials: C(C)N1C(C=CC1=O)=O (N-ethylmaleimide), C1(C=CC(N1)=O)=O (maleimide), N=[N+]=[N-] (HN3), C1(C=CC(N1)=O)=O (maleimide). The reagents and catalysts are (salen)AlN3. Solvent: C1(=CC=CC=C1)C (toluene). Reaction conditions: temperature -30 celsius. Product: N(=[N+]=[N-])C1C(=O)N(C(C1)=O)CC (2-azido-N-ethylsuccinimide). Isolated yield 93.0%. As a reaction SMILES: [CH2:1]([N:3]1[C:7](=[O:8])[CH:6]=[CH:5][C:4]1=[O:9])[CH3:2].[NH:10]=[N+:11]=[N-:12].C1(=O)NC(=O)C=C1>C1(C)C=CC=CC=1>[N:10]([CH:5]1[CH2:6][C:7](=[O:8])[N:3]([CH2:1][CH3:2])[C:4]1=[O:9])=[N+:11]=[N-:12]. Reported procedure: A solution in toluene of N-ethylmaleimide, HN3 (excess relative to the maleimide), and the (salen)AlN3 catalyst depicted above (10 mol % relative to the maleimide) was maintained at −30° C. for 18 h. After a standard quench and work-up of the reaction mixture, the crude material was purified to yield 2-azido-N-ethylsuccinimide (93%, 93% ee). Procedure: A mixture of 5-benzylamino-1-cyclopropyl-6,7-difluoro-1,4-dihydro-4-oxoquinoline-3-carboxylic acid, 1-acetyl-2-methylpiperazine and pyridine was heated under reflux. The reaction mixture was concentrated under reduced pressure, and water was added to the residue. The mixture was extracted with chloroform. The extract was dried and chloroform was evaporated. Ethanol was added to the residue, and the crystals were collected by filtration to give 7-(4-acetyl-3-methyl-1-piperazinyl)-5-benzylamino-1-... Solvent: N1=CC=CC=C1 (pyridine). As a reaction SMILES: [CH2:1]([NH:8][C:9]1[C:18]([F:19])=[C:17](F)[CH:16]=[C:15]2[C:10]=1[C:11](=[O:27])[C:12]([C:24]([OH:26])=[O:25])=[CH:13][N:14]2[CH:21]1[CH2:23][CH2:22]1)[C:2]1[CH:7]=[CH:6][CH:5]=[CH:4][CH:3]=1.[C:28]([N:31]1[CH2:36][CH2:35][NH:34][CH2:33][CH:32]1[CH3:37])(=[O:30])[CH3:29]>N1C=CC=CC=1>[C:28]([N:31]1[CH2:36][CH2:35][N:34]([C:17]2[CH:16]=[C:15]3[C:10]([C:11](=[O:27])[C:12]([C:24]([OH:26])=[O:25])=[CH:13][N:14]3[CH:21]3[CH2:23][CH2:22]3)=[C:9]([NH:8][CH2:1][C:2]3[CH:7]=[CH:6][CH:5]=[CH:4][CH:3]=3)[C:18]=2[F:19])[CH2:33][CH:32]1[CH3:37])(=[O:30])[CH3:29]. Product: C(C)(=O)N1C(CN(CC1)C1=C(C(=C2C(C(=CN(C2=C1)C1CC1)C(=O)O)=O)NCC1=CC=CC=C1)F)C (7-(4-acetyl-3-methyl-1-piperazinyl)-5-benzylamino-1-cyclopropyl-6-fluoro-1,4-dihydro-4-oxoquinoline-3-carboxylic acid). Starting materials: C(C1=CC=CC=C1)NC1=C2C(C(=CN(C2=CC(=C1F)F)C1CC1)C(=O)O)=O (5-benzylamino-1-cyclopropyl-6,7-difluoro-1,4-dihydro-4-oxoquinoline-3-carboxylic acid), C(C)(=O)N1C(CNCC1)C (1-acetyl-2-methylpiperazine). Starting materials: CC(C)(C)P(C(C)(C)C)C(C)(C)C, CCO, CC(C)CC(=O)[O-], OB(O)c1ccccc1OC(F)(F)F, Nc1ccc(I)c(N)n1, [Na+], [Na+], O=C([O-])[O-], O=C(C=Cc1ccccc1)C=Cc1ccccc1, O=C(C=Cc1ccccc1)C=Cc1ccccc1, O=C(C=Cc1ccccc1)C=Cc1ccccc1, O, [Pd], [Pd]. Yields the product Nc1ccc(-c2ccccc2OC(F)(F)F)c(N)n1. As a reaction SMILES: [C:30]([P:31]([C:32]([CH3:33])([CH3:34])[CH3:35])[C:36]([CH3:37])([CH3:38])[CH3:39])([CH3:40])([CH3:41])[CH3:42].[CH3:50][CH2:51][OH:52].[CH:43]([CH2:44][C:45]([O-:46])=[O:47])([CH3:48])[CH3:49].[F:10][C:11]([O:12][c:13]1[c:14]([B:19]([OH:20])[OH:21])[cH:15][cH:16][cH:17][cH:18]1)([F:22])[F:23].[I:1][c:2]1[c:3]([NH2:9])[n:4][c:5]([NH2:8])[cH:6][cH:7]1.[Na+:24].[Na+:25].[O-:26][C:27](=[O:28])[O-:29].[O:56]=[C:57]([CH:58]=[CH:59][c:60]1[cH:61][cH:62][cH:63][cH:64][cH:65]1)[CH:66]=[CH:67][c:68]1[cH:69][cH:70][cH:71][cH:72][cH:73]1.[O:74]=[C:75]([CH:76]=[CH:77][c:78]1[cH:79][cH:80][cH:81][cH:82][cH:83]1)[CH:84]=[CH:85][c:86]1[cH:87][cH:88][cH:89][cH:90][cH:91]1.[O:92]=[C:93]([CH:94]=[CH:95][c:96]1[cH:97][cH:98][cH:99][cH:100][cH:101]1)[CH:102]=[CH:103][c:104]1[cH:105][cH:106][cH:107][cH:108][cH:109]1.[OH2:53].[Pd:54].[Pd:55]>>[c:2]1(-[c:14]2[c:13]([O:12][C:11]([F:10])([F:22])[F:23])[cH:18][cH:17][cH:16][cH:15]2)[c:3]([NH2:9])[n:4][c:5]([NH2:8])[cH:6][cH:7]1. The reactants are CN1N=C(C=C1C)NC=1C(N(C=C(C1)B1OC(C(O1)(C)C)(C)C)C)=O (3-(1,5-dimethyl-1H-pyrazol-3-ylamino)-1-methyl-5-(4,4,5,5-tetramethyl-1,3,2-dioxaborolan-2-yl)pyridin-2(1H)-one), C(C)(=O)OCC=1C(=NC=CC1B1OC(C(O1)(C)C)(C)C)N1C(C2=CC=3CC(CC3N2CC1)(C)C)=O ((2-{4,4-dimethyl-9-oxo-1,10-diazatricyclo[6.4.0.02,6]dodeca-2(6),7-dien-10-yl}-4-(tetramethyl-1,3,2-dioxaborolan-2-yl)pyridin-3-yl)methyl acetate), [O-]P(=O)([O-])[O-].[K+].[K+].[K+] (K3PO4), C(C)(=O)[O-].[Na+] (sodium acetate). The reagents and catalysts are C1=CC=C(C=C1)P([C-]2C=CC=C2)C3=CC=CC=C3.C1=CC=C(C=C1)P([C-]2C=CC=C2)C3=CC=CC=C3.Cl[Pd]Cl.[Fe+2] (Pd(dppf)Cl2). Run in O (water), C(C)#N (acetonitrile). Run at temperature 100 celsius. Yields the product C(C)(=O)OCC=1C(=NC=CC1C1=CN(C(C(=C1)NC1=NNC(=C1)C)=O)C)N1C(C2=CC=3CC(CC3N2CC1)(C)C)=O ((2-{4,4-Dimethyl-9-oxo-1,10-diazatricyclo[6.4.0.02,6]dodeca-2(6),7-dien-10-yl}-4-{1-methyl-5-[(5-methyl-1H-pyrazol-3-yl)amino]-6-oxo-1,6-dihydropyridin-3-yl}pyridin-3-yl)methyl Acetate). The yield is 38.0%. RXN SMILES: C[N:2]1[C:6]([CH3:7])=[CH:5][C:4]([NH:8][C:9]2[C:10](=[O:25])[N:11]([CH3:24])[CH:12]=[C:13](B3OC(C)(C)C(C)(C)O3)[CH:14]=2)=[N:3]1.[C:26]([O:29][CH2:30][C:31]1[C:32]([N:46]2[CH2:57][CH2:56][N:55]3[C:48](=[CH:49][C:50]4[CH2:51][C:52]([CH3:59])([CH3:58])[CH2:53][C:54]=43)[C:47]2=[O:60])=[N:33][CH:34]=[CH:35][C:36]=1B1OC(C)(C)C(C)(C)O1)(=[O:28])[CH3:27].[O-]P([O-])([O-])=O.[K+].[K+].[K+].C([O-])(=O)C.[Na+]>C1C=CC(P(C2C=CC=CC=2)[C-]2C=CC=C2)=CC=1.C1C=CC(P(C2C=CC=CC=2)[C-]2C=CC=C2)=CC=1.Cl[Pd]Cl.[Fe+2].O.C(#N)C>[C:26]([O:29][CH2:30][C:31]1[C:32]([N:46]2[CH2:57][CH2:56][N:55]3[C:48](=[CH:49][C:50]4[CH2:51][C:52]([CH3:59])([CH3:58])[CH2:53][C:54]=43)[C:47]2=[O:60])=[N:33][CH:34]=[CH:35][C:36]=1[C:13]1[CH:14]=[C:9]([NH:8][C:4]2[CH:5]=[C:6]([CH3:7])[NH:2][N:3]=2)[C:10](=[O:25])[N:11]([CH3:24])[CH:12]=1)(=[O:28])[CH3:27] |f:2.3.4.5,6.7,8.9.10.11|. Procedure details: A round-bottomed flask equipped with a reflux condenser was charged with 5-bromo-1-methyl-3-(5-methyl-1H-pyrazol-3-ylamino)pyridin-2(1H)-one 218a (201 mg, 0.71 mmol), {3-[(acetyloxy)methyl]-2-{4,4-dimethyl-9-oxo-1,10-diazatricyclo[6.4.0.02,6]dodeca-2(6),7-dien-10-yl}pyridin-4-yl}boronic acid 199e (282 mg, 0.71 mmol), Pd(dppf)Cl2 (51 mg, 0.07 mmol), K3PO4 (301 mg, 1.42 mmol), sodium acetate (116 mg, 1.42 mmol), acetonitrile (10 mL), and water (0.2 mL). After three cycles of vacuum/argon flush, th... The reactants are [Al+3], CCOC(=O)C=C1CC(C)(C)CC(C)(C)C1, [H-], [H-], [H-], [H-], [Li+], O. Yields the product CC1(C)CC(=CCO)CC(C)(C)C1. As a reaction SMILES: [Al+3:2].[CH3:7][C:8]1([CH3:22])[CH2:9][C:10](=[CH:16][C:17](=[O:18])[O:19][CH2:20][CH3:21])[CH2:11][C:12]([CH3:14])([CH3:15])[CH2:13]1.[H-:1].[H-:4].[H-:5].[H-:6].[Li+:3].[OH2:23]>>[CH3:7][C:8]1([CH3:22])[CH2:9][C:10](=[CH:16][CH2:17][OH:18])[CH2:11][C:12]([CH3:14])([CH3:15])[CH2:13]1. The reactants are CC1=NN=C2N1N=C(C=C2)C=2C=C(C=CC2)NC(CC)=O (N-[3-(3-methyl-1,2,4-triazolo[4,3-b]pyridazin-6-yl)phenyl]propanamide), [H-].[Na+] (sodium hydride), C(C)I (ethyl iodide). The solvent is CN(C=O)C (dimethylformamide). Run at time 1 hour. Product: C(C)N(C(CC)=O)C1=CC(=CC=C1)C=1C=CC=2N(N1)C(=NN2)C (N-Ethyl-N-[3-(3-methyl-1,2,4-triazolo[4,3-b]pyridazin-6-yl)phenyl]propanamide). RXN SMILES: [CH3:1][C:2]1[N:6]2[N:7]=[C:8]([C:11]3[CH:12]=[C:13]([NH:17][C:18](=[O:21])[CH2:19][CH3:20])[CH:14]=[CH:15][CH:16]=3)[CH:9]=[CH:10][C:5]2=[N:4][N:3]=1.[H-].[Na+].[CH2:24](I)[CH3:25]>CN(C)C=O>[CH2:24]([N:17]([C:13]1[CH:14]=[CH:15][CH:16]=[C:11]([C:8]2[CH:9]=[CH:10][C:5]3[N:6]([C:2]([CH3:1])=[N:3][N:4]=3)[N:7]=2)[CH:12]=1)[C:18](=[O:21])[CH2:19][CH3:20])[CH3:25] |f:1.2|. Procedure: To 6.1 g of N-[3-(3-methyl-1,2,4-triazolo[4,3-b]pyridazin-6-yl)phenyl]propanamide in 200 ml of dry dimethylformamide under argon, was added 1.1 g of sodium hydride (50% in oil). The mixture was stirred for one hour, then 1.86 ml of ethyl iodide was added. This mixture was stirred overnight and then treated as described in Example 1. The chromatography fractions containing the product were combined and the solid recrystallized as described in Example 1, giving 4.37 g of the desired product, mp 14... Reactants: acid, C(C)(C)(C)C1=NC2=C(N1CC1CCC(CC1)(F)F)C=CC(=C2)NS(=O)(=O)CC (N-{2-tert-butyl-1-[(4,4-difluorocyclohexyl)methyl]-1H-benzimidazol-5-yl}ethanesulfonamide), C(C)S(=O)(=O)O (ethansulphonic acid), C(C(C)C)C(=O)C.C(C)S(=O)(=O)O (methyl iso-butyl ketone ethane sulphonic acid), acid. Solvent: C(C(C)C)C(=O)C (methyl iso-butyl ketone), C(C(C)C)C(=O)C (methyl iso-butyl ketone). Run at time 30 minute. Product: S(=O)(=O)(O)CC.C(C)(C)(C)C1=NC2=C(N1CC1CCC(CC1)(F)F)C=CC(=C2)NS(=O)(=O)CC (N-{2-tert-butyl-1-[(4,4-difluorocyclohexyl)methyl]-1H-benzimidazol-5-yl}ethanesulfonamide esylate salt). The yield is 85.0%. As a reaction SMILES: [C:1]([C:5]1[N:9]([CH2:10][CH:11]2[CH2:16][CH2:15][C:14]([F:18])([F:17])[CH2:13][CH2:12]2)[C:8]2[CH:19]=[CH:20][C:21]([NH:23][S:24]([CH2:27][CH3:28])(=[O:26])=[O:25])=[CH:22][C:7]=2[N:6]=1)([CH3:4])([CH3:3])[CH3:2].[CH2:29]([S:31]([OH:34])(=[O:33])=[O:32])[CH3:30].C(C(C)=O)C(C)C.C(S(O)(=O)=O)C>C(C(C)=O)C(C)C>[S:31]([CH2:29][CH3:30])([OH:34])(=[O:33])=[O:32].[C:1]([C:5]1[N:9]([CH2:10][CH:11]2[CH2:12][CH2:13][C:14]([F:18])([F:17])[CH2:15][CH2:16]2)[C:8]2[CH:19]=[CH:20][C:21]([NH:23][S:24]([CH2:27][CH3:28])(=[O:25])=[O:26])=[CH:22][C:7]=2[N:6]=1)([CH3:4])([CH3:2])[CH3:3] |f:2.3,5.6|. Procedure: N-{2-tert-butyl-1-[(4,4-difluorocyclohexyl)methyl]-1H-benzimidazol-5-yl}ethanesulfonamide (210 mg) was dissolved in methyl iso-butyl ketone (2.1 ml). A solution was made of ethansulphonic acid (43.7 μl) and methyl iso-butyl ketone (1.0 ml). The methyl iso-butyl ketone/ethane sulphonic acid solution was added in a controlled manner over three hours. Thus, initially, to the base solution was added 2×20 μl acid solution. Then after 30 minutes three more additions were made (3×20 μl). Approximately ...